This data is from the Open Reaction Database (ORD), a public repository of structured organic reaction records. The task is: describe an organic reaction: reactants, conditions, products, and yield Reported procedure: (R)-2-((6-((3H-Imidazo[4,5-b]pyridin-3-yl)methyl)benzo[d]thiazol-2-yl)amino)cyclohexanone from Example 54 (70 mg, 0.19 mmol) was stirred in EtOH. Pyridine (100 μL, excess) and NH2OH.HCl (100 mg, excess) were added and the resulting mixture was heated at 88° C. for 1 h. LCMS showed that the reaction was complete. The mixture was then cooled to rt and purified by HPLC using a mixture of water (5% CH3CN, 0.05% HCOOH) and CH3CN (0.05% HCOOH) as the mobile phase and Varian Pursuit XRs C-18 column as ... The reactants are N1=CC=CC=C1 (Pyridine), NO.Cl (NH2OH.HCl), N1=CN(C2=NC=CC=C21)CC2=CC1=C(N=C(S1)N[C@H]1C(CCCC1)=O)C=C2 ((R)-2-((6-((3H-imidazo[4,5-b]pyridin-3-yl)methyl)benzo[d]thiazol-2-yl)amino)cyclohexanone). As a reaction SMILES: [N:1]1[C:9]2[C:4](=[N:5][CH:6]=[CH:7][CH:8]=2)[N:3]([CH2:10][C:11]2[CH:27]=[CH:26][C:14]3[N:15]=[C:16]([NH:18][C@@H:19]4[CH2:24][CH2:23][CH2:22][CH2:21][C:20]4=O)[S:17][C:13]=3[CH:12]=2)[CH:2]=1.N1C=CC=CC=1.[NH2:34][OH:35].Cl>CCO>[N:1]1[C:9]2[C:4](=[N:5][CH:6]=[CH:7][CH:8]=2)[N:3]([CH2:10][C:11]2[CH:27]=[CH:26][C:14]3[N:15]=[C:16]([NH:18][C@@H:19]4[CH2:24][CH2:23][CH2:22][CH2:21][C:20]4=[N:34][OH:35])[S:17][C:13]=3[CH:12]=2)[CH:2]=1 |f:2.3|. The solvent is CCO (EtOH). The product is N1=CN(C2=NC=CC=C21)CC2=CC1=C(N=C(S1)N[C@H]1C(CCCC1)=NO)C=C2 ((R)-2-((6-((3H-imidazo[4,5-b]pyridin-3-yl)methyl)benzo[d]thiazol-2-yl)amino)cyclohexanone oxime). Reaction conditions: temperature 88 celsius. Isolated yield 71.1%. The reactants are Cl (HCl), N1=CC=CC2=CC(=CC=C12)CN1N=NC=2C1=NC(=CC2)C2=CC=C(C=C2)NC(C)=O (N-(4-(3-(quinolin-6-ylmethyl)-3H-[1,2,3]triazolo[4,5-b]pyridin-5-yl)phenyl)acetamide), C([O-])(O)=O.[Na+] (sodium bicarbonate). Solvent: C(C)O (ethanol). Product: N1=CC=CC2=CC(=CC=C12)CN1N=NC=2C1=NC(=CC2)C2=CC=C(N)C=C2 (4-(3-(quinolin-6-ylmethyl)-3H-[1,2,3]triazolo[4,5-b]pyridin-5-yl)aniline). Isolated yield 56.0%. RXN SMILES: [N:1]1[C:10]2[C:5](=[CH:6][C:7]([CH2:11][N:12]3[C:16]4=[N:17][C:18]([C:21]5[CH:26]=[CH:25][C:24]([NH:27]C(=O)C)=[CH:23][CH:22]=5)=[CH:19][CH:20]=[C:15]4[N:14]=[N:13]3)=[CH:8][CH:9]=2)[CH:4]=[CH:3][CH:2]=1.Cl.C(=O)(O)[O-].[Na+]>C(O)C>[N:1]1[C:10]2[C:5](=[CH:6][C:7]([CH2:11][N:12]3[C:16]4=[N:17][C:18]([C:21]5[CH:22]=[CH:23][C:24]([NH2:27])=[CH:25][CH:26]=5)=[CH:19][CH:20]=[C:15]4[N:14]=[N:13]3)=[CH:8][CH:9]=2)[CH:4]=[CH:3][CH:2]=1 |f:2.3|. Procedure: To a solution of example 63 (0.060 g, 0.152 mmol) in ethanol (1 ml) was added con. HCl (0.5 ml) and refluxed for 2 h. The reaction mixture was cooled, basified with sodium bicarbonate solution, extracted with ethyl acetate, dried over sodium sulphate and concentrated under reduced pressure to afford the title compound as a brown solid (0.030 g, 42%). M.P.: 190-193° C. MS (m/z): 353.18 (M++1). The reactants are CCOC(=C1C(=O)Nc2ccc([N+](=O)[O-])cc21)c1ccccc1, CCOC(=O)CN(c1ccc(N)cc1)S(C)(=O)=O, CN(C)C=O. Yields the product CCOC(=O)CN(c1ccc(NC(=C2C(=O)Nc3ccc([N+](=O)[O-])cc32)c2ccccc2)cc1)S(C)(=O)=O. As a reaction SMILES: [CH2:1]([O:2][C:4]([c:5]1[cH:6][cH:7][cH:8][cH:9][cH:10]1)=[C:11]1[C:12](=[O:23])[NH:13][c:14]2[cH:15][cH:16][c:17]([N+:20](=[O:21])[O-:22])[cH:18][c:19]21)[CH3:3].[CH2:24]([CH3:25])[O:26][C:27](=[O:28])[CH2:29][N:30]([S:31](=[O:32])(=[O:33])[CH3:34])[c:35]1[cH:36][cH:37][c:38]([NH2:39])[cH:40][cH:41]1.[O:42]=[CH:43][N:44]([CH3:45])[CH3:46]>>[C:4]([c:5]1[cH:6][cH:7][cH:8][cH:9][cH:10]1)(=[C:11]1[C:12](=[O:23])[NH:13][c:14]2[cH:15][cH:16][c:17]([N+:20](=[O:21])[O-:22])[cH:18][c:19]21)[NH:39][c:38]1[cH:37][cH:36][c:35]([N:30]([CH2:29][C:27]([O:26][CH2:24][CH3:25])=[O:28])[S:31](=[O:32])(=[O:33])[CH3:34])[cH:41][cH:40]1. The reactants are CCCCCC=CCC=CCC=CCC=CCCCCO, C, O, O=S(=O)(Cl)Cl, c1ccncc1. Yields the product CCCCCC=CCC=CCC=CCC=CCCCCOS(C)(=O)=O. Reaction SMILES: [CH2:1]([CH2:2][CH2:3][CH2:4][CH:5]=[CH:6][CH2:7][CH:8]=[CH:9][CH2:10][CH:11]=[CH:12][CH2:13][CH:14]=[CH:15][CH2:16][CH2:17][CH2:18][CH2:19][CH3:20])[OH:21].[CH4:27].[OH2:28].[S:22](=[O:23])(=[O:24])([Cl:25])[Cl:26].[cH:29]1[cH:30][cH:31][n:32][cH:33][cH:34]1>>[CH2:1]([CH2:2][CH2:3][CH2:4][CH:5]=[CH:6][CH2:7][CH:8]=[CH:9][CH2:10][CH:11]=[CH:12][CH2:13][CH:14]=[CH:15][CH2:16][CH2:17][CH2:18][CH2:19][CH3:20])[O:21][S:22](=[O:23])(=[O:24])[CH3:27]. Reactants: CC(C)=CCn1c(N2CC3CN(C(=O)OC(C)(C)C)CC3C2)nc2c1c(=O)n(CC(=O)c1ccccc1)c(=O)n2C, CCOC(C)=O, Cl. Product: CC(C)=CCn1c(N2CC3CNCC3C2)nc2c1c(=O)n(CC(=O)c1ccccc1)c(=O)n2C, Cl. Reaction SMILES: [CH3:1][n:2]1[c:3](=[O:41])[n:4]([CH2:32][C:33]([c:34]2[cH:35][cH:36][cH:37][cH:38][cH:39]2)=[O:40])[c:5](=[O:31])[c:6]2[n:7]([CH2:26][CH:27]=[C:28]([CH3:29])[CH3:30])[c:8]([N:11]3[CH2:12][CH:13]4[CH:14]([CH2:15]3)[CH2:16][N:17]([C:19]([O:20][C:21]([CH3:22])([CH3:23])[CH3:24])=[O:25])[CH2:18]4)[n:9][c:10]12.[CH3:43][CH2:44][O:45][C:46](=[O:47])[CH3:48].[ClH:42]>>[CH3:1][n:2]1[c:3](=[O:41])[n:4]([CH2:32][C:33]([c:34]2[cH:35][cH:36][cH:37][cH:38][cH:39]2)=[O:40])[c:5](=[O:31])[c:6]2[n:7]([CH2:26][CH:27]=[C:28]([CH3:29])[CH3:30])[c:8]([N:11]3[CH2:12][CH:13]4[CH:14]([CH2:15]3)[CH2:16][NH:17][CH2:18]4)[n:9][c:10]12.[ClH:42]. The reactants are Cc1ccccc1, CCC(CC#N)Nc1ccc(C(F)(F)F)cc1, O=S(=O)(O)O. The product is CCC(CC(N)=O)Nc1ccc(C(F)(F)F)cc1. Reaction SMILES: [CH3:23][c:24]1[cH:25][cH:26][cH:27][cH:28][cH:29]1.[F:6][C:7]([c:8]1[cH:9][cH:10][c:11]([NH:14][CH:15]([CH2:16][C:17]#[N:18])[CH2:19][CH3:20])[cH:12][cH:13]1)([F:21])[F:22].[S:1]([OH:2])(=[O:3])(=[O:4])[OH:5]>>[O:2]=[C:17]([CH2:16][CH:15]([NH:14][c:11]1[cH:10][cH:9][c:8]([C:7]([F:6])([F:21])[F:22])[cH:13][cH:12]1)[CH2:19][CH3:20])[NH2:18].